From a dataset of the Open Reaction Database (ORD), a public repository of structured organic reaction records. describe an organic reaction: reactants, conditions, products, and yield Starting materials: C[Si](N[Si](C)(C)C)(C)C.[K] (potassium hexamethyldisilazane), Example 73 ( 3 ), O (water), C(C)S(=O)(=O)C1=NN=NN1C1=CC=CC=C1 (5-ethylsulfonyl-1-phenyl-1H-tetrazole), C(=O)CC[C@@H]1CC[C@H](CC1)NC(OC(C)(C)C)=O (t-butyl trans-4-(2-formylethyl)cyclohexylcarbamate). The solvent is COCCOC (ethylene glycol dimethyl ether), COCCOC (ethylene glycol dimethyl ether). Conditions: temperature 25 celsius, time 20 minute. The product is C(C\C=C\C)[C@@H]1CC[C@H](CC1)NC(OC(C)(C)C)=O (t-butyl trans-4-[(E)-3-pentenyl]cyclohexylcarbamate). Isolated yield 9.1%. RXN SMILES: [CH2:1](S(C1N(C2C=CC=CC=2)N=NN=1)(=O)=O)[CH3:2].C[Si](C)(C)N[Si](C)(C)C.[K].[CH:27]([CH2:29][CH2:30][C@H:31]1[CH2:36][CH2:35][C@H:34]([NH:37][C:38](=[O:44])[O:39][C:40]([CH3:43])([CH3:42])[CH3:41])[CH2:33][CH2:32]1)=O.O>COCCOC>[CH2:30]([C@H:31]1[CH2:36][CH2:35][C@H:34]([NH:37][C:38](=[O:44])[O:39][C:40]([CH3:43])([CH3:42])[CH3:41])[CH2:33][CH2:32]1)[CH2:29]/[CH:27]=[CH:1]/[CH3:2] |f:1.2,^1:25|. Procedure details: To a mixture of 5-ethylsulfonyl-1-phenyl-1H-tetrazole (5.0 g) and anhydrous ethylene glycol dimethyl ether (50 ml) at −60° C. was added 0.5 M potassium hexamethyldisilazane solution (in toluene, 19.7 ml), and the mixture was stirred for 20 minutes. Under the same condition, a solution of t-butyl trans-4-(2-formylethyl)cyclohexylcarbamate (2.65 g) (Example 73 (3)) in anhydrous ethylene glycol dimethyl ether (20 ml) was added thereto. The reaction mixture was gradually warmed to 25° C. and stirred...